Dataset: the Open Reaction Database (ORD), a public repository of structured organic reaction records. Task: describe an organic reaction: reactants, conditions, products, and yield The reactants are FC1=CC=CC(=N1)C1=NN(C2=CN=C(C=C21)C=2C=NN(C2)CC)C2OCCCC2 (3-(6-fluoropyridin-2-yl)-5-(1-ethyl-1H-pyrazol-4-yl)-1-(tetrahydro-2H-pyran-2-yl)-1H-pyrazolo[3,4-c]pyridine), N1C[C@@H](CCC1)NC(OC(C)(C)C)=O ((R)-tert-butyl piperidin-3-ylcarbamate). Yields the product C(C)N1N=CC(=C1)C=1C=C2C(=CN1)NN=C2C2=CC=CC(=N2)N2C[C@@H](CCC2)N ((R)-1-(6-(5-(1-ethyl-1H-pyrazol-4-yl)-1H-pyrazolo[3,4-c]pyridin-3-yl)pyridin-2-yl)piperidin-3-amine). The yield is 41.6%. RXN SMILES: F[C:2]1[N:7]=[C:6]([C:8]2[C:16]3[C:11](=[CH:12][N:13]=[C:14]([C:17]4[CH:18]=[N:19][N:20]([CH2:22][CH3:23])[CH:21]=4)[CH:15]=3)[N:10](C3CCCCO3)[N:9]=2)[CH:5]=[CH:4][CH:3]=1.[NH:30]1[CH2:35][CH2:34][CH2:33][C@@H:32]([NH:36]C(=O)OC(C)(C)C)[CH2:31]1>>[CH2:22]([N:20]1[CH:21]=[C:17]([C:14]2[CH:15]=[C:16]3[C:8]([C:6]4[N:7]=[C:2]([N:30]5[CH2:35][CH2:34][CH2:33][C@@H:32]([NH2:36])[CH2:31]5)[CH:3]=[CH:4][CH:5]=4)=[N:9][NH:10][C:11]3=[CH:12][N:13]=2)[CH:18]=[N:19]1)[CH3:23]. Procedure: Following the procedures as described in Example 189, 3-(6-fluoropyridin-2-yl)-5-(1-ethyl-1H-pyrazol-4-yl)-1-(tetrahydro-2H-pyran-2-yl)-1H-pyrazolo[3,4-c]pyridine and (R)-tert-butyl piperidin-3-ylcarbamate were reacted. The product was deprotected and purified to give 285 as a white solid (41.6% over two steps). 1H NMR (400 MHz, DMSO) δ 9.02 (s, 1H), 8.60 (s, 1H), 8.34 (s, 1H), 7.97 (s, 1H), 7.62 (t, J=8.0 Hz, 1H), 7.42 (d, J=7.4 Hz, 1H), 6.83 (d, J=8.5 Hz, 1H), 4.45 (d, J=8.7 Hz, 1H), 4.28-4.12...